Dataset: the Open Reaction Database (ORD), a public repository of structured organic reaction records. Task: describe an organic reaction: reactants, conditions, products, and yield Starting materials: O1CCOC12CCC(CC2)C2(CC=CC2)O (1-(1,4-dioxaspiro[4.5]decan-8-yl)cyclopent-3-enol). Reagents/catalysts: [Pd] (Palladium on Carbon). The solvent is CO (methanol). Conditions: time 8 hour. The product is C1(CCCC1)C1CCC2(OCCO2)CC1 (8-cyclopentyl-1,4-dioxaspiro[4.5]decane). RXN SMILES: [O:1]1[C:5]2([CH2:10][CH2:9][CH:8]([C:11]3(O)[CH2:15][CH:14]=[CH:13][CH2:12]3)[CH2:7][CH2:6]2)[O:4][CH2:3][CH2:2]1>[Pd].CO>[CH:11]1([CH:8]2[CH2:9][CH2:10][C:5]3([O:1][CH2:2][CH2:3][O:4]3)[CH2:6][CH2:7]2)[CH2:15][CH2:14][CH2:13][CH2:12]1. Reported procedure: To a flask containing 1-(1,4-dioxaspiro[4.5]decan-8-yl)cyclopent-3-enol (218 mg, 0.972 mmol), prepared in the Example 28 Step B, and Palladium on Carbon (157 mg, 0.074 mmol) was carefully added methanol (24 mL). The reaction flask was evacuated, backfilled with hydrogen via balloon and stirred at room temperature overnight. The catalyst was removed by filtration and the filtrate concentrated in vacuo to afford the product. Starting materials: N[C@H]1[C@@H]2N(C(=C(CS2)COC(C)=O)C(=O)O)C1=O (7β-amino-3-acetoxymethyl-3-cephem-4-carboxylic acid), C([O-])(O)=O.[Na+] (sodium bicarbonate), [N-]=[N+]=[N-].[Na+] (Sodium azide), 6h, [OH-].[Na+] (sodium hydroxide). The solvent is O (water), CC(=O)C (acetone). Run at time 8 hour. Product: N[C@H]1[C@@H]2N(C(=C(CS2)CN=[N+]=[N-])C(=O)O)C1=O (7β-amino-3-azidomethyl-3-cephem-4-carboxylic acid). Isolated yield 56.1%. As a reaction SMILES: [NH2:1][C@@H:2]1[C:17](=[O:18])[N:4]2[C:5]([C:14]([OH:16])=[O:15])=[C:6]([CH2:9]OC(=O)C)[CH2:7][S:8][C@H:3]12.C(=O)(O)[O-].[Na+].[OH-].[Na+].[N-:26]=[N+:27]=[N-:28].[Na+]>CC(C)=O.O>[NH2:1][C@@H:2]1[C:17](=[O:18])[N:4]2[C:5]([C:14]([OH:16])=[O:15])=[C:6]([CH2:9][N:26]=[N+:27]=[N-:28])[CH2:7][S:8][C@H:3]12 |f:1.2,3.4,5.6|. Procedure: To 7β-amino-3-acetoxymethyl-3-cephem-4-carboxylic acid (27.2 g, 99.9 mmol) was added water (500 ml) and sodium bicarbonate (9.3 g, 111 mmol); the pH of the mixture was adjusted to 6.5 with 10% sodium hydroxide solution. Sodium azide (13.1 g, 201 mmol) was added to the mixture followed by acetone (350 ml). The mixture was heated at 60° C. for 6h and left stirring at room temperature overnight. Acetone was removed under reduced pressure and the mixture was cooled in an ice-bath, acidified with con... Reactants: BrCCCCCCC(=O)OCC (ethyl 7-bromoheptanoate), O1C(CCCC1)OC(CCCN(C(C)=O)CCCCC(CC(=O)OC)C)CCCCC (methyl 7-{N-[4-(2-tetrahydropyranyloxy)nonyl]acetamido}-3-methylheptanoate), CC(CC(=O)OC)CCCCI (methyl 3-methyl-7-iodoheptanoate), product. Product: C(C)(=O)OC(CCCN(C(C=C)=O)CCCCCCC(=O)OCC)CCCCC (ethyl 7-[N-(4-acetoxynonyl)-acrylamido]heptanoate). As a reaction SMILES: Br[CH2:2][CH2:3][CH2:4][CH2:5][CH2:6][CH2:7][C:8]([O:10][CH2:11][CH3:12])=[O:9].CC(CCCCI)CC(OC)=[O:17].[O:25]1CCC[CH2:27][CH:26]1[O:31][CH:32]([CH2:51][CH2:52][CH2:53][CH2:54][CH3:55])[CH2:33][CH2:34][CH2:35][N:36]([CH2:40][CH2:41][CH2:42]CC(C)CC(OC)=O)C(=O)C>>[C:26]([O:31][CH:32]([CH2:51][CH2:52][CH2:53][CH2:54][CH3:55])[CH2:33][CH2:34][CH2:35][N:36]([CH2:2][CH2:3][CH2:4][CH2:5][CH2:6][CH2:7][C:8]([O:10][CH2:11][CH3:12])=[O:9])[C:40](=[O:17])[CH:41]=[CH2:42])(=[O:25])[CH3:27]. Procedure: The synthesis of this compound is carried out as described in Example 1 except that, in Step A, the ethyl 7-bromoheptanoate is replaced by an equimolar amount of methyl 3-methyl-7-iodoheptanoate. The product of Step A is methyl 7-{N-[4-(2-tetrahydropyranyloxy)nonyl]acetamido}-3-methylheptanoate. The subsequent step yields 7-[N-(4-hydroxynonyl)acetamido]-3-methylheptanoic acid (B). Reactants: CCCn1c(CCOc2ccc(OC(C)(C)C(=O)OCC)cc2)cn(Cc2ccc(C)cc2)c1=O, CCO, Cl, [Na+], [OH-]. Product: CCCn1c(CCOc2ccc(OC(C)(C)C(=O)O)cc2)cn(Cc2ccc(C)cc2)c1=O. RXN SMILES: [CH2:1]([CH3:2])[O:3][C:4]([C:5]([CH3:6])([O:7][c:8]1[cH:9][cH:10][c:11]([O:14][CH2:15][CH2:16][c:17]2[n:18]([CH2:31][CH2:32][CH3:33])[c:19](=[O:30])[n:20]([CH2:22][c:23]3[cH:24][cH:25][c:26]([CH3:29])[cH:27][cH:28]3)[cH:21]2)[cH:12][cH:13]1)[CH3:34])=[O:35].[CH3:39][CH2:40][OH:41].[ClH:38].[Na+:37].[OH-:36]>>[O:3]=[C:4]([C:5]([CH3:6])([O:7][c:8]1[cH:9][cH:10][c:11]([O:14][CH2:15][CH2:16][c:17]2[n:18]([CH2:31][CH2:32][CH3:33])[c:19](=[O:30])[n:20]([CH2:22][c:23]3[cH:24][cH:25][c:26]([CH3:29])[cH:27][cH:28]3)[cH:21]2)[cH:12][cH:13]1)[CH3:34])[OH:35].